Dataset: the Open Reaction Database (ORD), a public repository of structured organic reaction records. Task: describe an organic reaction: reactants, conditions, products, and yield Starting materials: CC(C)=O, C=CC=O, [Cl-], Cl, COc1ccc(F)cc1N, O=N[O-], [Na+], O=[Ca], O. Product: COc1ccc(F)cc1CC(Cl)C=O. As a reaction SMILES: [CH3:24][C:25](=[O:26])[CH3:27].[CH:15](=[O:16])[CH:17]=[CH2:18].[Cl-:21].[ClH:23].[F:5][c:6]1[cH:7][cH:8][c:9]([O:13][CH3:14])[c:10]([NH2:12])[cH:11]1.[N:1]([O-:2])=[O:3].[Na+:4].[O:19]=[Ca:20].[OH2:22]>>[F:5][c:6]1[cH:7][cH:8][c:9]([O:13][CH3:14])[c:10]([CH2:18][CH:17]([CH:15]=[O:16])[Cl:21])[cH:11]1. Reactants: C(C)[Si](OCC(CC#C)(CCCC)O[Si](C)(C)C)(CC)CC (4-triethylsilyloxymethyl-4-trimethylsilyloxy-1-octyne), C(CCC)[SnH](CCCC)CCCC (tri-n-butylstannane), N(=NC(C#N)(C)C)C(C#N)(C)C (azobisisobutyronitrile). Reaction conditions: time 5 minute. Product: C(C)[Si](OCC(C/C=C/[Sn](CCCC)(CCCC)CCCC)(CCCC)O[Si](C)(C)C)(CC)CC (E-4-Triethylsilyloxymethyl-4-trimethylsilyloxy-1-tri-n-butylstannyl-1-octen). As a reaction SMILES: [CH2:1]([Si:3]([CH2:21][CH3:22])([CH2:19][CH3:20])[O:4][CH2:5][C:6]([O:14][Si:15]([CH3:18])([CH3:17])[CH3:16])([CH2:10][CH2:11][CH2:12][CH3:13])[CH2:7][C:8]#[CH:9])[CH3:2].[CH2:23]([SnH:27]([CH2:32][CH2:33][CH2:34][CH3:35])[CH2:28][CH2:29][CH2:30][CH3:31])[CH2:24][CH2:25][CH3:26].N(C(C)(C)C#N)=NC(C)(C)C#N>>[CH2:21]([Si:3]([CH2:1][CH3:2])([CH2:19][CH3:20])[O:4][CH2:5][C:6]([O:14][Si:15]([CH3:18])([CH3:16])[CH3:17])([CH2:10][CH2:11][CH2:12][CH3:13])[CH2:7]/[CH:8]=[CH:9]/[Sn:27]([CH2:28][CH2:29][CH2:30][CH3:31])([CH2:32][CH2:33][CH2:34][CH3:35])[CH2:23][CH2:24][CH2:25][CH3:26])[CH3:22]. Procedure: A mixture of 20.0 g. of 4-triethylsilyloxymethyl-4-trimethylsilyloxy-1-octyne, 18.18 g. of tri-n-butylstannane and 70 mg. of azobisisobutyronitrile is stirred under argon and placed in a bath at 100° C. After 5 minutes an exotherm ensues. The mixture is heated at 130°-140° C. for one hour and then the excess tri-n-butylstannane is removed at 130° C. and reduced pressure. The residue is distilled at 130°-140° C., 0.03 mm. in a Kugelrohr apparatus, giving the desired product as a colorless liquid. The reactants are CCOC(=O)N=NC(=O)OCC, C1CCOC1, O, OCc1ccccc1, COC(=O)CCc1ccc(O)cc1, c1ccc(P(c2ccccc2)c2ccccc2)cc1. Yields the product COC(=O)CCc1ccc(OCc2ccccc2)cc1. As a reaction SMILES: [O:41]=[C:42]([O:43][CH2:44][CH3:45])[N:46]=[N:47][C:48]([O:49][CH2:50][CH3:51])=[O:52].[O:53]1[CH2:54][CH2:55][CH2:56][CH2:57]1.[OH2:58].[OH:14][CH2:15][c:16]1[cH:17][cH:18][cH:19][cH:20][cH:21]1.[OH:1][c:2]1[cH:3][cH:4][c:5]([CH2:8][CH2:9][C:10](=[O:11])[O:12][CH3:13])[cH:6][cH:7]1.[c:22]1([P:23]([c:24]2[cH:25][cH:26][cH:27][cH:28][cH:29]2)[c:30]2[cH:31][cH:32][cH:33][cH:34][cH:35]2)[cH:36][cH:37][cH:38][cH:39][cH:40]1>>[O:1]([c:2]1[cH:3][cH:4][c:5]([CH2:8][CH2:9][C:10](=[O:11])[O:12][CH3:13])[cH:6][cH:7]1)[CH2:15][c:16]1[cH:17][cH:18][cH:19][cH:20][cH:21]1. Reactants: [Li]CCCC (BuLi), CC1=CC=CC=2CC3=CC=CC=C3C12 (4-methylfluorene), CCOC(=O)C (EtOAc), BrCCC1OCCO1 (2-(2-bromoethyl)-1,3-dioxolane). Solvent: C1CCOC1 (THF), CCCCCC (hexane). Yields the product CC1=CC=CC=2C(C3=CC=CC=C3C12)CCC1OCCO1 (2-[(4-Methylfluoren-9-yl)ethyl]-1,3-dioxolane). Yield: 80.2%. RXN SMILES: [Li]CCCC.[CH3:6][C:7]1[C:19]2[C:18]3[C:13](=[CH:14][CH:15]=[CH:16][CH:17]=3)[CH2:12][C:11]=2[CH:10]=[CH:9][CH:8]=1.Br[CH2:21][CH2:22][CH:23]1[O:27][CH2:26][CH2:25][O:24]1.CCOC(C)=O>C1COCC1.CCCCCC>[CH3:6][C:7]1[C:19]2[C:18]3[C:13](=[CH:14][CH:15]=[CH:16][CH:17]=3)[CH:12]([CH2:21][CH2:22][CH:23]3[O:27][CH2:26][CH2:25][O:24]3)[C:11]=2[CH:10]=[CH:9][CH:8]=1. Reported procedure: A solution of BuLi (2.5 M in hexane, 20.4 mL, 51.0 mmol) was slowly added into a cooled (-78° C.) solution of 4-methylfluorene (prepared according to Example 10; 9.0 g, 49.8 mmol) in 100 mL of THF. After 30 minutes 2-(2-bromoethyl)-1,3-dioxolane (18.9 g, 105.0 mmol) was added to the cold solution and the solution was warmed up to room temperature. The reaction mixture was stirred for weekend at room temperature. TLC (silica, 25% EtOAc in hexane) was used to monitor the reaction. The reaction was... Reaction SMILES: Cl[C:2]1[N:7]=[C:6]([NH:8][C:9]2[CH:14]=[CH:13][C:12]([N:15]3[CH2:20][CH2:19][O:18][CH2:17][CH2:16]3)=[CH:11][CH:10]=2)[C:5]([Cl:21])=[CH:4][N:3]=1.[CH2:22]([N:24]1[CH2:30][CH2:29][C:28]2[CH:31]=[C:32]([NH2:35])[CH:33]=[CH:34][C:27]=2[CH2:26][CH2:25]1)[CH3:23].Cl.C(=O)([O-])[O-]>COCCO.O1CCOCC1>[Cl:21][C:5]1[C:6]([NH:8][C:9]2[CH:14]=[CH:13][C:12]([N:15]3[CH2:20][CH2:19][O:18][CH2:17][CH2:16]3)=[CH:11][CH:10]=2)=[N:7][C:2]([NH:35][C:32]2[CH:33]=[CH:34][C:27]3[CH2:26][CH2:25][N:24]([CH2:22][CH3:23])[CH2:30][CH2:29][C:28]=3[CH:31]=2)=[N:3][CH:4]=1. Product: ClC=1C(=NC(=NC1)NC1=CC2=C(CCN(CC2)CC)C=C1)NC1=CC=C(C=C1)N1CCOCC1 (5-Chloro-N*2*-(3-ethyl-2,3,4,5-tetrahydro-1H-benzo[d]azepin-7-yl)-N*4*-(4-morpholin-4-yl-phenyl)-pyrimidine-2,4-diamine), powder. Procedure details: (2,5-Dichloro-pyrimidin-4-yl)-(4-morpholin-4-yl-phenyl)-amine (96 mg, 0.29 mmol) was added into a vial, followed by a solution of 3-Ethyl-2,3,4,5-tetrahydro-1H-benzo[d]azepin-7-ylamine (52 mg, 0.27 mmol) in 2-Methoxyethanol (2.7 mL). 4 M of Hydrogen chloride in 1,4-Dioxane (0.10 mL) was added and the reaction was heated at 120° C. After 6 h, the reaction was cooled and Macroporous carbonate resin (3.16 mmol/g loading; 400 mg, 1.25 mmol) was added and the reaction was stirred overnight, then was ... The reactants are Cl (Hydrogen chloride), C([O-])([O-])=O (carbonate), ClC1=NC=C(C(=N1)NC1=CC=C(C=C1)N1CCOCC1)Cl ((2,5-Dichloro-pyrimidin-4-yl)-(4-morpholin-4-yl-phenyl)-amine), C(C)N1CCC2=C(CC1)C=C(C=C2)N (3-Ethyl-2,3,4,5-tetrahydro-1H-benzo[d]azepin-7-ylamine). Reaction conditions: temperature 120 celsius, time 6 hour. The solvent is O1CCOCC1 (1,4-Dioxane), COCCO (2-Methoxyethanol). Yield: 31.0%. Reactants: CC(Cl)c1cccnc1, OC1=CC2=C(N=C1)N(C)C=C2. The reagents and catalysts are O=C([O-])[O-].[Cs+].[Cs+] (cesium carbonate), [I-].[K+] (potassium iodide). The solvent is CN(C)C=O (DMF), CN(C)C=O (dmf), CN(C)C=O (DMF). Run at temperature 70 celsius, time 16 hour. Yields the product CC(C4=CC=CN=C4)OC5=CC6=C(N=C5)N(C)C=C6.